The task is: describe an organic reaction: reactants, conditions, products, and yield. This data is from the Open Reaction Database (ORD), a public repository of structured organic reaction records. Starting materials: C1CN2CCN1CC2 (triethylenediamine), CN=C=O (methyl isocyanate), CNC(CC1=CC(=CC=C1)N)=O (3-amino-phenylacetic acid methylamide). Run in O1CCOCC1 (dioxane). Run at time 3 hour. The product is CNC(CC1=CC(=CC=C1)NC(=O)NC)=O (3-(N'-methylureido)-phenylacetic acid methylamide). RXN SMILES: C1N2CCN(CC2)C1.[CH3:9][N:10]=[C:11]=[O:12].[CH3:13][NH:14][C:15](=[O:24])[CH2:16][C:17]1[CH:22]=[CH:21][CH:20]=[C:19]([NH2:23])[CH:18]=1>O1CCOCC1>[CH3:13][NH:14][C:15](=[O:24])[CH2:16][C:17]1[CH:22]=[CH:21][CH:20]=[C:19]([NH:23][C:11]([NH:10][CH3:9])=[O:12])[CH:18]=1. Procedure: 0.1 g of triethylenediamine, followed by 5.7 g (0.1 mol) of methyl isocyanate, was added to a solution of 16.4 g (0.1 mol) of 3-amino-phenylacetic acid methylamide in 100 ml of dioxane at room temperature. The mixture was stirred for a further 3 hours at 40° to 50° C. After cooling, the crystalline precipitate which had separated out was filtered off and dried. After recrystallization from ethanol, 19.5 g (88% of theory) of 3-(N'-methylureido)-phenylacetic acid methylamide of melting point 175°-... The reactants are C12(CC3CC(CC(C1)C3)C2)C2=NN=C(N2CCCCO)S (4-[3-(1-adamantyl)-5-mercapto-4H-1,2,4-triazol-4-yl]butan-1-ol), C(=O)([O-])[O-].[Na+].[Na+] (Na2CO3). The solvent is Cl (HCl). Yields the product C12(CC3CC(CC(C1)C3)C2)C2=NN=C3SCCCCN32 (3-(1-adamantyl)-5,6,7,8-tetrahydro[1,2,4]triazolo[3,4-b][1,3]thiazepine). As a reaction SMILES: [C:1]12([C:11]3[N:15]([CH2:16][CH2:17][CH2:18][CH2:19]O)[C:14]([SH:21])=[N:13][N:12]=3)[CH2:10][CH:5]3[CH2:6][CH:7]([CH2:9][CH:3]([CH2:4]3)[CH2:2]1)[CH2:8]2.C([O-])([O-])=O.[Na+].[Na+]>Cl>[C:1]12([C:11]3[N:15]4[C:14]([S:21][CH2:19][CH2:18][CH2:17][CH2:16]4)=[N:13][N:12]=3)[CH2:10][CH:5]3[CH2:6][CH:7]([CH2:9][CH:3]([CH2:4]3)[CH2:2]1)[CH2:8]2 |f:1.2.3|. Procedure details: A solution of 4-[3-(1-adamantyl)-5-mercapto-4H-1,2,4-triazol-4-yl]butan-1-ol (3-36) (60 mg) in conc. HCl (6 mL) was heated at 65° C. for 20 h. The cooled solution was added dropwise to 10% aqueous Na2CO3 (75 mL). The gum that precipitated was extracted four times with CH2Cl2. The combined extracts were dried (MgSO4) and evaporated in vacuo. The residue was purified by reverse phase HPLC on a C-18 silica gel column using an acetonitrile-0.1% trifluoroacetic acid gradient. Fractions containing the...